Task: describe an organic reaction: reactants, conditions, products, and yield. Dataset: the Open Reaction Database (ORD), a public repository of structured organic reaction records Reactants: Cl.CN(C)C(CC(C)C)C1(CCC1)C1=CC=C(C=C1)Cl (N,N-Dimethyl-1-[1-(4-chlorophenyl)cyclobutyl]-3-methylbutylamine hydrochloride), CC(=O)C (acetone). Run in O (water). The product is O.Cl.CN(C)C(CC(C)C)C1(CCC1)C1=CC=C(C=C1)Cl (N,N-dimethyl-1-[1-(4-chlorophenyl)cyclobutyl]-3-methylbutylamine hydrochloride monohydrate). RXN SMILES: Cl.[CH3:2][N:3]([CH:5]([C:10]1([C:14]2[CH:19]=[CH:18][C:17]([Cl:20])=[CH:16][CH:15]=2)[CH2:13][CH2:12][CH2:11]1)[CH2:6][CH:7]([CH3:9])[CH3:8])[CH3:4].CC(C)=[O:23]>O>[OH2:23].[ClH:20].[CH3:2][N:3]([CH:5]([C:10]1([C:14]2[CH:15]=[CH:16][C:17]([Cl:20])=[CH:18][CH:19]=2)[CH2:13][CH2:12][CH2:11]1)[CH2:6][CH:7]([CH3:9])[CH3:8])[CH3:4] |f:0.1,4.5.6|. Reported procedure: N,N-Dimethyl-1-[1-(4-chlorophenyl)cyclobutyl]-3-methylbutylamine hydrochloride (10 g) was dissolved in a boiling mixture of acetone (110 ml) and water (1.2 ml). The solution was filtered whilst hot and the volume of the filtrate reduced by the removal by distillation of 80 ml of solvent. The product was collected from the cooled concentrate by filtration and dried in vacuo at ambient temperature to give N,N-dimethyl-1-[1-(4-chlorophenyl)cyclobutyl]-3-methylbutylamine hydrochloride monohydrate (m... The reactants are C=O (formalin), triacetoxy sodium boron hydride, [N+](=O)([O-])C1=CC=C(C=O)C=C1 (p-nitrobenzaldehyde), NC(CO)CO (2-amino-1,3-propanediol), triacetoxy sodium boron hydride, O (water). Run in ClCCCl (1,2-dichloroethane). Run at time 3.5 hour. Product: CN(CC1=CC=C(C=C1)[N+](=O)[O-])C(CO)CO (2-(N-methyl-N-(4-nitro-benzyl)amino)-1,3-propanediol). As a reaction SMILES: [N+:1]([C:4]1[CH:11]=[CH:10][C:7]([CH:8]=O)=[CH:6][CH:5]=1)([O-:3])=[O:2].[NH2:12][CH:13]([CH2:16][OH:17])[CH2:14][OH:15].[CH2:18]=O.O>ClCCCl>[CH3:18][N:12]([CH:13]([CH2:16][OH:17])[CH2:14][OH:15])[CH2:8][C:7]1[CH:10]=[CH:11][C:4]([N+:1]([O-:3])=[O:2])=[CH:5][CH:6]=1. Procedure: In 1,2-dichloroethane (75 ml) were suspended p-nitrobenzaldehyde (5 g) and 2-amino-1,3-propanediol (3.0 g), and to the mixture was added, under ice-cooling, triacetoxy sodium boron hydride (9.8 g). Under nitrogen atmosphere, the mixture was stirred at room temperature for 3.5 hours. To the mixture were added, under ice-cooling, 37% formalin (3 ml) and triacetoxy sodium boron hydride (9.8 g), and the mixture was stirred, under nitrogen atmosphere, at room temperature overnight. To the mixture was...